This data is from the Open Reaction Database (ORD), a public repository of structured organic reaction records. The task is: describe an organic reaction: reactants, conditions, products, and yield Starting materials: ClCCNC(=O)N(C1[C@H](O)[C@@H](O)[C@@H](O)[C@H](O1)CO)C(COC)C (1-(2-chloroethyl)-3-(1-methyl-2-methoxy-ethyl)-3-(D-galactopyranosyl)urea), [N+](=O)([N+](=O)[O-])[O-] (nitrogen tetroxide). The product is ClCCN(C(=O)N(C1[C@H](O)[C@@H](O)[C@@H](O)[C@H](O1)CO)C(COC)C)N=O (1-(2-chloroethyl)-1-nitroso-3-(1-methyl-2-methoxy-ethyl)-3-(D-galactopyranosyl)urea). Isolated yield 33.4%. As a reaction SMILES: [Cl:1][CH2:2][CH2:3][NH:4][C:5]([N:7]([CH:19]([CH3:23])[CH2:20][O:21][CH3:22])[CH:8]1[O:16][C@H:15]([CH2:17][OH:18])[C@H:13]([OH:14])[C@H:11]([OH:12])[C@H:9]1[OH:10])=[O:6].[N+:24]([O-])([N+]([O-])=O)=[O:25]>>[Cl:1][CH2:2][CH2:3][N:4]([N:24]=[O:25])[C:5]([N:7]([CH:19]([CH3:23])[CH2:20][O:21][CH3:22])[CH:8]1[O:16][C@H:15]([CH2:17][OH:18])[C@H:13]([OH:14])[C@H:11]([OH:12])[C@H:9]1[OH:10])=[O:6]. Procedure: 3.6 g of 1-(2-chloroethyl)-3-(1-methyl-2-methoxy-ethyl)-3-(D-galactopyranosyl)urea and 5 g of nitrogen tetroxide gas are treated in the same manner as described in Example 10-(2). 1.3 g of 1-(2-chloroethyl)-1-nitroso-3-(1-methyl-2-methoxy-ethyl)-3-(D-galactopyranosyl)urea are thereby obtained as yellow powder. The reactants are FC1=CC=C(OC2=CC=C(C=O)C=C2)C=C1 (4-(4-fluorophenoxy)benzaldehyde), C(C)(=O)O (acetic acid), O1C(NCC1=O)=O (oxazolidine-2,5-dione), N1CCCCC1 (piperidine). Solvent: C1(=CC=CC=C1)C (toluene). Product: FC1=CC=C(OC2=CC=C(\C=C/3\C(NC(O3)=O)=O)C=C2)C=C1 ((5Z)-5-[4-(4-fluorophenoxy)benzylidene]-1,3-oxazolidine-2,4-dione). RXN SMILES: [F:1][C:2]1[CH:16]=[CH:15][C:5]([O:6][C:7]2[CH:14]=[CH:13][C:10]([CH:11]=O)=[CH:9][CH:8]=2)=[CH:4][CH:3]=1.[O:17]1[C:21](=O)[CH2:20][NH:19][C:18]1=[O:23].N1CCCCC1.C(O)(=[O:32])C>C1(C)C=CC=CC=1>[F:1][C:2]1[CH:16]=[CH:15][C:5]([O:6][C:7]2[CH:14]=[CH:13][C:10](/[CH:11]=[C:21]3/[C:20](=[O:32])[NH:19][C:18](=[O:23])[O:17]/3)=[CH:9][CH:8]=2)=[CH:4][CH:3]=1. Procedure details: The title compound was prepared by reacting 4-(4-fluorophenoxy)benzaldehyde (from Step A in Example 1) with oxazolidine-2,5-dione in toluene in the presence of piperidine and acetic acid with continuous removal of water, as described in Step B of Example 1. The crystalline product collected was washed with petroleum ether on the filter and dried in vacuo. Starting materials: FC(C1=CC=CC(=N1)C(=O)Cl)(F)F (6-(trifluoromethyl)picolinoyl chloride), C(C)OC(=O)C1CCN(CC1)CC1=CC(=CC=C1)NC(C1=CC=C(C=C1)Cl)=O (1-[3-(4-Chloro-benzoylamino)-benzyl]-piperidine-4-carboxylic acid ethyl ester), ClC1=CC=C(C(=O)NC2=CC(=CC=C2)C2OCCO2)C=C1 (4-Chloro-N-(3-[1,3]dioxolan-2-yl-phenyl)-benzamide), CC1NCCC(C1)C(=O)OC (rac-(2S*,4S*)-methyl 2-methylpiperidine-4-carboxylate). The product is CC1N(CCC(C1)C(=O)O)CC1=CC(=CC=C1)NC(=O)C1=NC(=CC=C1)C(F)(F)F (rac-(2S*,4S*)-2-Methyl-1-{3-[(6-trifluoromethyl-pyridine-2-carbonyl)-amino]-benzyl}-piperidine-4-carboxylic acid). As a reaction SMILES: [F:1][C:2]([F:13])([F:12])[C:3]1[N:8]=[C:7]([C:9](Cl)=[O:10])[CH:6]=[CH:5][CH:4]=1.Cl[C:15]1[CH:34]=[CH:33][C:18]([C:19]([NH:21][C:22]2[CH:27]=[CH:26][CH:25]=[C:24]([CH:28]3[O:32]CC[O:29]3)[CH:23]=2)=O)=[CH:17][CH:16]=1.CC1CC(C(OC)=O)CC[NH:37]1.C(OC(C1CCN(CC2C=CC=C(NC(=O)C3C=CC(Cl)=CC=3)C=2)CC1)=O)C>>[CH3:27][CH:26]1[CH2:25][CH:24]([C:28]([OH:32])=[O:29])[CH2:23][CH2:22][N:21]1[CH2:19][C:18]1[CH:33]=[CH:34][CH:15]=[C:16]([NH:37][C:9]([C:7]2[CH:6]=[CH:5][CH:4]=[C:3]([C:2]([F:13])([F:12])[F:1])[N:8]=2)=[O:10])[CH:17]=1. Procedure: The title compound is prepared according to the reaction sequence 2.001a-2.001d described above using 6-(trifluoromethyl)picolinoyl chloride instead of 4-chlorobenzoyl chloride as in 2.001a and rac-(2S*,4S*)-methyl 2-methylpiperidine-4-carboxylate instead of ethyl isonipecotate as in 2.001c: LC-MS A: tR=0.49 min; [M+H]+=368.07. Reactants: C1(CC1)N1C=C(C(C2=CC(=C(C=C12)F)F)=O)C(=O)O (1-cyclopropyl-6,7-difluoro-1,4-dihydro-4- oxoquinoline-3-carboxylic acid), Cl.COC(=O)C=1C=C2CNCC2=CC1 (5-methoxycarbonylisoindoline hydrochloride), C1CCC2=NCCCN2CC1 (DBU). Solvent: CN(C)C=O (DMF). Product: COC(=O)C=1C=C2CN(CC2=CC1)C1=C(C=C2C(C(=CN(C2=C1)C1CC1)C(=O)O)=O)F (7-(5-methoxycarbonyl-2-isoindolinyl)-1-cyclopropyl-6-fluoro-1,4-dihydro-4-oxoquinoline-3-carboxylic acid). Isolated yield 34.9%. Reaction SMILES: [CH:1]1([N:4]2[C:13]3[C:8](=[CH:9][C:10]([F:15])=[C:11](F)[CH:12]=3)[C:7](=[O:16])[C:6]([C:17]([OH:19])=[O:18])=[CH:5]2)[CH2:3][CH2:2]1.Cl.[CH3:21][O:22][C:23]([C:25]1[CH:26]=[C:27]2[C:31](=[CH:32][CH:33]=1)[CH2:30][NH:29][CH2:28]2)=[O:24].C1CCN2C(=NCCC2)CC1>CN(C=O)C>[CH3:21][O:22][C:23]([C:25]1[CH:26]=[C:27]2[C:31](=[CH:32][CH:33]=1)[CH2:30][N:29]([C:11]1[CH:12]=[C:13]3[C:8]([C:7](=[O:16])[C:6]([C:17]([OH:19])=[O:18])=[CH:5][N:4]3[CH:1]3[CH2:3][CH2:2]3)=[CH:9][C:10]=1[F:15])[CH2:28]2)=[O:24] |f:1.2|. Procedure: 133 mg of 1-cyclopropyl-6,7-difluoro-1,4-dihydro-4- oxoquinoline-3-carboxylic acid, 109 mg of 5-methoxycarbonylisoindoline hydrochloride, 228 mg of DBU, and 1.5 ml of anhydrous DMF were processed in the same manner as in Example 20 to produce 74 mg of the target compound.